This data is from the Open Reaction Database (ORD), a public repository of structured organic reaction records. The task is: describe an organic reaction: reactants, conditions, products, and yield Starting materials: COc1ccc(-c2cc(CCC=O)nn2-c2ccccc2)cc1, CCN(C(C)C)C(C)C, Clc1ccc(N2CCNCC2)cc1. The product is COc1ccc(-c2cc(CCCN3CCN(c4ccc(Cl)cc4)CC3)nn2-c2ccccc2)cc1. RXN SMILES: [CH3:1][O:2][c:3]1[cH:4][cH:5][c:6](-[c:9]2[cH:10][c:11]([CH2:20][CH2:21][CH:22]=[O:23])[n:12][n:13]2-[c:14]2[cH:15][cH:16][cH:17][cH:18][cH:19]2)[cH:7][cH:8]1.[CH:37]([N:38]([CH2:39][CH3:40])[CH:41]([CH3:42])[CH3:43])([CH3:44])[CH3:45].[Cl:24][c:25]1[cH:26][cH:27][c:28]([N:31]2[CH2:32][CH2:33][NH:34][CH2:35][CH2:36]2)[cH:29][cH:30]1>>[CH3:1][O:2][c:3]1[cH:4][cH:5][c:6](-[c:9]2[cH:10][c:11]([CH2:20][CH2:21][CH2:22][N:34]3[CH2:33][CH2:32][N:31]([c:28]4[cH:27][cH:26][c:25]([Cl:24])[cH:30][cH:29]4)[CH2:36][CH2:35]3)[n:12][n:13]2-[c:14]2[cH:15][cH:16][cH:17][cH:18][cH:19]2)[cH:7][cH:8]1. Starting materials: Cc1[nH]c2c(N3CCN(C(=O)OC(C)(C)C)CC3)cccc2c1S(=O)(=O)c1ccccc1, ClCCl, O=C(O)C(F)(F)F. Product: Cc1[nH]c2c(N3CCNCC3)cccc2c1S(=O)(=O)c1ccccc1. RXN SMILES: [C:1]([O:2][C:3](=[O:4])[N:8]1[CH2:9][CH2:10][N:11]([c:14]2[cH:15][cH:16][cH:17][c:18]3[c:19]([S:24](=[O:25])(=[O:26])[c:27]4[cH:28][cH:29][cH:30][cH:31][cH:32]4)[c:20]([CH3:23])[nH:21][c:22]23)[CH2:12][CH2:13]1)([CH3:5])([CH3:6])[CH3:7].[Cl:40][CH2:41][Cl:42].[OH:33][C:34]([C:35]([F:36])([F:37])[F:38])=[O:39]>>[NH:8]1[CH2:9][CH2:10][N:11]([c:14]2[cH:15][cH:16][cH:17][c:18]3[c:19]([S:24](=[O:25])(=[O:26])[c:27]4[cH:28][cH:29][cH:30][cH:31][cH:32]4)[c:20]([CH3:23])[nH:21][c:22]23)[CH2:12][CH2:13]1. The reactants are CN(C=O)C (N,N-dimethylformamide), ClC1=C(C#N)C=CC=C1 (2-Chlorobenzonitrile), C(C)OC=1C=CC(=C(C1)B(O)O)F (5-ethoxy-2-fluorophenylboronic acid), P(=O)([O-])([O-])[O-].[K+].[K+].[K+] (potassium phosphate). Reagents/catalysts: C=1C=CC(=CC1)[P](C=2C=CC=CC2)(C=3C=CC=CC3)[Pd]([P](C=4C=CC=CC4)(C=5C=CC=CC5)C=6C=CC=CC6)([P](C=7C=CC=CC7)(C=8C=CC=CC8)C=9C=CC=CC9)[P](C=1C=CC=CC1)(C=1C=CC=CC1)C=1C=CC=CC1 (tetrakis(triphenylphosphine)palladium(0)). The solvent is O (water). Run at temperature 160 celsius, time 4 hour. Product: C(C)OC=1C=CC(=C(C1)C=1C(=CC=CC1)C#N)F (5′-ethoxy-2′-fluorobiphenyl-2-carbonitrile). Isolated yield 75.8%. As a reaction SMILES: [CH2:1]([O:3][C:4]1[CH:5]=[CH:6][C:7]([F:13])=[C:8](B(O)O)[CH:9]=1)[CH3:2].P([O-])([O-])([O-])=O.[K+].[K+].[K+].CN(C)C=O.Cl[C:28]1[CH:35]=[CH:34][CH:33]=[CH:32][C:29]=1[C:30]#[N:31]>C1C=CC([P]([Pd]([P](C2C=CC=CC=2)(C2C=CC=CC=2)C2C=CC=CC=2)([P](C2C=CC=CC=2)(C2C=CC=CC=2)C2C=CC=CC=2)[P](C2C=CC=CC=2)(C2C=CC=CC=2)C2C=CC=CC=2)(C2C=CC=CC=2)C2C=CC=CC=2)=CC=1.O>[CH2:1]([O:3][C:4]1[CH:5]=[CH:6][C:7]([F:13])=[C:8]([C:28]2[C:29]([C:30]#[N:31])=[CH:32][CH:33]=[CH:34][CH:35]=2)[CH:9]=1)[CH3:2] |f:1.2.3.4,^1:39,41,60,79|. Procedure details: Under argon, 5-ethoxy-2-fluorophenylboronic acid (300 mg, 1.63 mmol), potassium phosphate (433 mg, 2.04 mmol) and tetrakis(triphenylphosphine)palladium(0) (57 mg, 0.05 mmol) were dissolved in abs. N,N-dimethylformamide (8 ml), and the mixture was stirred at room temperature for 5 minutes. 2-Chlorobenzonitrile (112 mg, 0.82 mmol) was then added, and the reaction mixture was stirred at 160° C. for 4 h. After cooling to room temperature, water (>100 ml) was added and the aqueous phase was repeatedl... Starting materials: C1CCOC1, [Li+], COC(=O)C(Cc1cc(C)c(OCc2ccccc2)c(C)c1)OC(=O)N1CCC(c2cc3ccccc3[nH]c2=O)CC1, [OH-], O. Yields the product Cc1cc(CC(OC(=O)N2CCC(c3cc4ccccc4[nH]c3=O)CC2)C(=O)O)cc(C)c1OCc1ccccc1. As a reaction SMILES: [CH2:46]1[O:47][CH2:48][CH2:49][CH2:50]1.[Li+:2].[O:3]=[c:4]1[nH:5][c:6]2[cH:7][cH:8][cH:9][cH:10][c:11]2[cH:12][c:13]1[CH:14]1[CH2:15][CH2:16][N:17]([C:20](=[O:21])[O:22][CH:23]([CH2:24][c:25]2[cH:26][c:27]([CH3:40])[c:28]([O:32][CH2:33][c:34]3[cH:35][cH:36][cH:37][cH:38][cH:39]3)[c:29]([CH3:31])[cH:30]2)[C:41](=[O:42])[O:43][CH3:44])[CH2:18][CH2:19]1.[OH-:1].[OH2:45]>>[O:3]=[c:4]1[nH:5][c:6]2[cH:7][cH:8][cH:9][cH:10][c:11]2[cH:12][c:13]1[CH:14]1[CH2:15][CH2:16][N:17]([C:20](=[O:21])[O:22][CH:23]([CH2:24][c:25]2[cH:26][c:27]([CH3:40])[c:28]([O:32][CH2:33][c:34]3[cH:35][cH:36][cH:37][cH:38][cH:39]3)[c:29]([CH3:31])[cH:30]2)[C:41](=[O:42])[OH:43])[CH2:18][CH2:19]1. Reactants: S(=O)(=O)(O[O-])[O-].[K+].[K+] (potassium peroxymonosulfate), FC(C=1C=C(C=C(C1)C(F)(F)F)[C@@H]1[C@@H](N(C(O1)=O)CC1=NC(=NC=C1C=1C=C(C=NC1OC)C1=C(C=C(C(=O)OC)C=C1C)C)SC)C)(F)F (Methyl 4-{5-[4-({(4S,5R)-5-[3,5-bis(trifluoromethyl)phenyl]-4-methyl-2-oxo-1,3-oxazolidin-3-yl}methyl)-2-(methylthio)pyrimidin-5-yl]-6-methoxypyridin-3-yl}-3,5-dimethylbenzoate), FC(C=1C=C(C=C(C1)C(F)(F)F)[C@@H]1[C@@H](N(C(O1)=O)CC1=NC(=NC=C1C=1C=C(C=NC1OC)C1=C(C=C(C(=O)OC)C=C1C)C)SC)C)(F)F (Methyl 4-{5-[4-({(4S,5R)-5-[3,5-bis(trifluoromethyl)phenyl]-4-methyl-2-oxo-1,3-oxazolidin-3-yl}methyl)-2-(methylthio)pyrimidin-5-yl]-6-methoxypyridin-3-yl}-3,5-dimethylbenzoate), C(C)#N (acetonitrile), O (Water). Conditions: time 16 hour. Product: FC(C=1C=C(C=C(C1)C(F)(F)F)[C@@H]1[C@@H](N(C(O1)=O)CC1=NC(=NC=C1C=1C=C(C=NC1OC)C1=C(C=C(C(=O)OC)C=C1C)C)S(=O)(=O)C)C)(F)F (Methyl 4-{5-[4-({(4S,5R)-5-[3,5-bis(trifluoromethyl)phenyl]-4-methyl-2-oxo-1,3-oxazolidin-3-yl}methyl)-2-(methylsulfonyl)pyrimidin-5-yl]-6-methoxypyridin-3-yl}-3,5-dimethylbenzoate). As a reaction SMILES: [F:1][C:2]([F:50])([F:49])[C:3]1[CH:4]=[C:5]([C@H:13]2[O:17][C:16](=[O:18])[N:15]([CH2:19][C:20]3[C:25]([C:26]4[CH:27]=[C:28]([C:34]5[C:43]([CH3:44])=[CH:42][C:37]([C:38]([O:40][CH3:41])=[O:39])=[CH:36][C:35]=5[CH3:45])[CH:29]=[N:30][C:31]=4[O:32][CH3:33])=[CH:24][N:23]=[C:22](SC)[N:21]=3)[C@H:14]2[CH3:48])[CH:6]=[C:7]([C:9]([F:12])([F:11])[F:10])[CH:8]=1.O.[S:52]([O-:57])(O[O-])(=O)=[O:53].[K+].[K+].[C:60](#N)C>>[F:11][C:9]([F:10])([F:12])[C:7]1[CH:6]=[C:5]([C@H:13]2[O:17][C:16](=[O:18])[N:15]([CH2:19][C:20]3[C:25]([C:26]4[CH:27]=[C:28]([C:34]5[C:35]([CH3:45])=[CH:36][C:37]([C:38]([O:40][CH3:41])=[O:39])=[CH:42][C:43]=5[CH3:44])[CH:29]=[N:30][C:31]=4[O:32][CH3:33])=[CH:24][N:23]=[C:22]([S:52]([CH3:60])(=[O:57])=[O:53])[N:21]=3)[C@H:14]2[CH3:48])[CH:4]=[C:3]([C:2]([F:1])([F:50])[F:49])[CH:8]=1 |f:2.3.4|. Procedure: Methyl 4-{5-[4-({(4S,5R)-5-[3,5-bis(trifluoromethyl)phenyl]-4-methyl-2-oxo-1,3-oxazolidin-3-yl}methyl)-2-(methylthio)pyrimidin-5-yl]-6-methoxypyridin-3-yl}-3,5-dimethylbenzoate (INTERMEDIATE 43, 1.05 g, 1.457 mmol) was dissolved in acetonitrile (10.2 mL). Water (4.4 mL) was added, followed by potassium peroxymonosulfate (2.24 g, 3.64 mmol). The reaction was allowed to stir 16 hours, after which it was partitioned between ethyl acetate and brine. The organic was washed a second time with brine, d... Starting materials: solution, C(CCC)[Li] (butyllithium), C(=O)C1=C2C=CNC2=CC=C1 (4-formyl-indole), [Br-].OC1=C(C[P+](C2=CC=CC=C2)(C2=CC=CC=C2)C2=CC=CC=C2)C=CC=C1 (ortho hydroxybenzyltriphenyl-phosphonium bromide), C([O-])([O-])=O.[K+].[K+] (Potassium carbonate). Solvent: CCCCCC (hexane), O1CCCC1 (tetrahydrofuran), O (water), O1CCCC1 (tetrahydrofuran). Conditions: time 1 hour. Yields the product N1C=CC2=C(C=CC=C12)C=CC1=C(C=CC=C1)O (2-[(1H-indol-4-yl)-ethenyl]-phenol). Isolated yield 91.3%. RXN SMILES: [Br-].[OH:2][C:3]1[CH:28]=[CH:27][CH:26]=[CH:25][C:4]=1[CH2:5][P+](C1C=CC=CC=1)(C1C=CC=CC=1)C1C=CC=CC=1.C([Li])CCC.[CH:34]([C:36]1[CH:44]=[CH:43][CH:42]=[C:41]2[C:37]=1[CH:38]=[CH:39][NH:40]2)=O.C(=O)([O-])[O-].[K+].[K+]>O1CCCC1.CCCCCC.O>[NH:40]1[C:41]2[C:37](=[C:36]([CH:34]=[CH:5][C:4]3[CH:25]=[CH:26][CH:27]=[CH:28][C:3]=3[OH:2])[CH:44]=[CH:43][CH:42]=2)[CH:38]=[CH:39]1 |f:0.1,4.5.6|. Procedure details: Under an inert atmosphere, 31 g of ortho hydroxybenzyltriphenyl-phosphonium bromide were suspensed in 350 ml of tetrahydrofuran and then over a period of one hour, 86 ml of a 1.6 M solution of butyllithium in hexane were added. The mixture stood for 30 minutes with stirring and then over 30 minutes, a solution of 5 g of 4-formyl-indole in 150 ml of tetrahydrofuran was added. The mixture was stirred for 24 hours and then was diluted with 500 ml of water. Potassium carbonate was added to saturatio... Starting materials: C(C)N(C(COC1=NC(=NC(=C1C)C)C1=CC=C(C=C1)[N+](=O)[O-])=O)C1=CC=CC=C1 (N-ethyl-2-[5,6-dimethyl-2-(4-nitrophenyl)-4-pyrimidinyloxy]-N-phenylacetamide), C(C)O (ethanol). The reagents and catalysts are [C].[Pd] (palladiumcarbon). Run in C(Cl)(Cl)Cl (chloroform). Reaction conditions: time 3 hour. The product is hydrate, NC1=CC=C(C=C1)C1=NC(=C(C(=N1)OCC(=O)N(C1=CC=CC=C1)CC)C)C (2-[2-(4-aminophenyl)-5,6-dimethyl-4-pyrimidinyloxy]-N-ethyl-N-phenylacetamide). Isolated yield 98.6%. As a reaction SMILES: [CH2:1]([N:3]([C:25]1[CH:30]=[CH:29][CH:28]=[CH:27][CH:26]=1)[C:4](=[O:24])[CH2:5][O:6][C:7]1[C:12]([CH3:13])=[C:11]([CH3:14])[N:10]=[C:9]([C:15]2[CH:20]=[CH:19][C:18]([N+:21]([O-])=O)=[CH:17][CH:16]=2)[N:8]=1)[CH3:2].C(O)C>[C].[Pd].C(Cl)(Cl)Cl>[NH2:21][C:18]1[CH:19]=[CH:20][C:15]([C:9]2[N:8]=[C:7]([O:6][CH2:5][C:4]([N:3]([CH2:1][CH3:2])[C:25]3[CH:26]=[CH:27][CH:28]=[CH:29][CH:30]=3)=[O:24])[C:12]([CH3:13])=[C:11]([CH3:14])[N:10]=2)=[CH:16][CH:17]=1 |f:2.3|. Procedure details: A mixture of 2-[5,6-dimethyl-2-(4-nitrophenyl)-4-pyrimidinyloxy]-N-ethyl-N-phenylacetamide (2.3 g) obtained in Example 164, 5% palladiumcarbon (0.4 g), ethanol (30 ml) and chloroform (10 ml) is stirred at room temperature for three hours under hydrogen atmosphere, and the reaction mixture is filtered. The filtrate is concentrated under reduced pressure, and recrystallized from acetonitrile to give a 1/10 hydrate of the desired compound (2.1 g), m.p. 183-185° C.